This data is from the Open Reaction Database (ORD), a public repository of structured organic reaction records. The task is: describe an organic reaction: reactants, conditions, products, and yield Reactants: CN(C)CCc1c[nH]c2ccc(Br)cc12, NCCc1c[nH]c2ccc(Br)cc12, C#CCOCc1ccccc1, C1CCNCC1, CCCCCC, CCOC(C)=O, [Cu]I. Product: CN(C)CCc1c[nH]c2ccc(C#CCOCc3ccccc3)cc12. As a reaction SMILES: [Br:1][c:2]1[cH:3][c:4]2[c:5]([CH2:11][CH2:12][N:13]([CH3:14])[CH3:15])[cH:6][nH:7][c:8]2[cH:9][cH:10]1.[Br:33][c:34]1[cH:35][c:36]2[c:37]([nH:38][cH:39][c:40]2[CH2:41][CH2:42][NH2:43])[cH:44][cH:45]1.[CH2:22]([C:23]#[CH:24])[O:25][CH2:26][c:27]1[cH:28][cH:29][cH:30][cH:31][cH:32]1.[CH2:46]1[CH2:47][CH2:48][NH:49][CH2:50][CH2:51]1.[CH3:16][CH2:17][CH2:18][CH2:19][CH2:20][CH3:21].[CH3:52][CH2:53][O:54][C:55](=[O:56])[CH3:57].[Cu:58][I:59]>>[c:2]1([C:24]#[C:23][CH2:22][O:25][CH2:26][c:27]2[cH:28][cH:29][cH:30][cH:31][cH:32]2)[cH:3][c:4]2[c:5]([CH2:11][CH2:12][N:13]([CH3:14])[CH3:15])[cH:6][nH:7][c:8]2[cH:9][cH:10]1. Reactants: C1(=CC=C(C=C1)C[C@H](C[C@H](C(=O)O)C)NC(=O)OC(C)(C)C)C1=CC=CC=C1 ((2R,4S)-5-biphenyl-4-yl-4-tert-butoxycarbonylamino-2-methyl-pentanoic acid), O (Water), C(C1=CC=CC=C1)Br (benzyl bromide), C([O-])([O-])=O.[K+].[K+] (potassium carbonate). The solvent is CN(C)C=O (DMF). Conditions: time 2 hour. Product: C(C1=CC=CC=C1)OC([C@@H](C[C@@H](CC1=CC=C(C=C1)C1=CC=CC=C1)NC(=O)OC(C)(C)C)C)=O ((2R,4S)-5-biphenyl-4-yl-4-tert-butoxycarbonylamino-2-methyl-pentanoic acid benzyl ester). RXN SMILES: [C:1]1([C:23]2[CH:28]=[CH:27][CH:26]=[CH:25][CH:24]=2)[CH:6]=[CH:5][C:4]([CH2:7][C@@H:8]([NH:15][C:16]([O:18][C:19]([CH3:22])([CH3:21])[CH3:20])=[O:17])[CH2:9][C@@H:10]([CH3:14])[C:11]([OH:13])=[O:12])=[CH:3][CH:2]=1.[CH2:29](Br)[C:30]1[CH:35]=[CH:34][CH:33]=[CH:32][CH:31]=1.C(=O)([O-])[O-].[K+].[K+].O>CN(C=O)C>[CH2:29]([O:12][C:11](=[O:13])[C@H:10]([CH3:14])[CH2:9][C@H:8]([NH:15][C:16]([O:18][C:19]([CH3:22])([CH3:20])[CH3:21])=[O:17])[CH2:7][C:4]1[CH:3]=[CH:2][C:1]([C:23]2[CH:24]=[CH:25][CH:26]=[CH:27][CH:28]=2)=[CH:6][CH:5]=1)[C:30]1[CH:35]=[CH:34][CH:33]=[CH:32][CH:31]=1 |f:2.3.4|. Procedure details: To a solution of (2R,4S)-5-biphenyl-4-yl-4-tert-butoxycarbonylamino-2-methyl-pentanoic acid (prepared using the procedure described in WO 2008083967) (1.0 g, 2.61 mmol) and benzyl bromide (468 mg, 2.74 mmol) in DMF (15 mL) is added potassium carbonate (541 mg, 3.91 mmol) and the mixture is stirred at room temperature for 2 hours. Water is added and the mixture is extracted with ethyl acetate. The combined organic layers are washed with water and dried over magnesium sulfate. The solvent is remov... Reactants: CC(=O)CC(C)C, ON=Cc1ccc(O)cc1, O=S(=O)(O)O. Yields the product N#Cc1ccc(O)cc1. As a reaction SMILES: [CH2:16]([C:17]([CH3:18])=[O:19])[CH:20]([CH3:21])[CH3:22].[OH:6][c:7]1[cH:8][cH:9][c:10]([CH:11]=[N:12][OH:13])[cH:14][cH:15]1.[S:1](=[O:2])(=[O:3])([OH:4])[OH:5]>>[OH:6][c:7]1[cH:8][cH:9][c:10]([C:11]#[N:12])[cH:14][cH:15]1. Reactants: P(OC)(OC)OC (Trimethyl phosphite), CN1C(CCC1)=O (N-methylpyrrolidone), FC(\C(\C1=CC=CC=C1)=N/C=1C=C(C(=O)OC)C=CN1)(F)F ((Z)-methyl 2-((2,2,2-trifluoro-1-phenylethylidene)amino)isonicotinate). Solvent: O (water). Conditions: temperature 150 celsius, time 60 minute. Product: FC1=C(N=C2N1C=CC(=C2)C(=O)OC)C2=CC=CC=C2 (methyl 3-fluoro-2-phenylimidazo[1,2-a]pyridine-7-carboxylate). Isolated yield 86.7%. As a reaction SMILES: P(OC)(OC)OC.CN1CCCC1=O.F[C:16]([F:36])(F)/[C:17](=[N:24]\[C:25]1[CH:26]=[C:27]([CH:32]=[CH:33][N:34]=1)[C:28]([O:30][CH3:31])=[O:29])/[C:18]1[CH:23]=[CH:22][CH:21]=[CH:20][CH:19]=1>O>[F:36][C:16]1[N:34]2[CH:33]=[CH:32][C:27]([C:28]([O:30][CH3:31])=[O:29])=[CH:26][C:25]2=[N:24][C:17]=1[C:18]1[CH:19]=[CH:20][CH:21]=[CH:22][CH:23]=1. Procedure details: Trimethyl phosphite (1.9 ml) was added to an N-methylpyrrolidone (10 ml) solution of the (Z)-methyl 2-((2,2,2-trifluoro-1-phenylethylidene)amino)isonicotinate (2.5 g) obtained in (Example 2.19) <Step 1>, and the obtained mixture was then stirred in microwave at 150° C. for 60 minutes. Thereafter, water was added to the reaction solution, and the mixed solution was then extracted with ethyl acetate. Organic layers were gathered, and the gathered organic layer was then dried over sodium sulfate. T... Reactants: CCOC(=O)C (EtOAc), C([O-])([O-])=O.[K+].[K+] (Potassium carbonate), BrC1=CC=CC=2NC(SC21)=S (7-bromo-1,3-benzothiazole-2(3H)-thione), CI (Methyl iodide). Solvent: CN(C)C=O (DMF). Conditions: time 30 minute. Yields the product BrC1=CC=CC=2N=C(SC21)SC (7-bromo-2-(methylsulfanyl)-1,3-benzothiazole). RXN SMILES: C(=O)([O-])[O-].[K+].[K+].[Br:7][C:8]1[C:16]2[S:15][C:14](=[S:17])[NH:13][C:12]=2[CH:11]=[CH:10][CH:9]=1.CI.[CH3:20]COC(C)=O>CN(C=O)C>[Br:7][C:8]1[C:16]2[S:15][C:14]([S:17][CH3:20])=[N:13][C:12]=2[CH:11]=[CH:10][CH:9]=1 |f:0.1.2|. Reported procedure: Potassium carbonate (67 mg, 0.49 mmol) was added to a solution of 7-bromo-1,3-benzothiazole-2(3H)-thione (100 mg, 0.41 mmol) in DMF (5 mL). The mixture was stirred at room temperature for 30 min. Methyl iodide (25 μL, 0.41 mmol) was added and the resulting mixture was stirred at room temperature for 30 min. EtOAc was added the separated organic fraction was washed with water and brine, dried over sodium sulfate, and concentrated. The title compound thus obtained was used without further purifica... Starting materials: [H-].[Na+] (sodium hydride), ClC1=NC=CC=N1 (2-chloropyrimidine), ice water, N1(N=CC=C1)CC1=CC=C(OCCO)C=C1 (2-[4-(1-pyrazolyl)methylphenoxy]ethanol). Run in CN(C=O)C (N,N-dimethylformamide), CN(C=O)C (N,N-dimethylformamide), CN(C=O)C (N,N-dimethyl-formamide). Run at time 10 minute. The product is N1=C(N=CC=C1)OCCOC1=CC=C(C=C1)CN1N=CC=C1 (4-(1-pyrazolyl)methyl-phenyl 2-(2-pyrimidyloxy)ethyl ether). The yield is 49.9%. As a reaction SMILES: [H-].[Na+].[N:3]1([CH2:8][C:9]2[CH:18]=[CH:17][C:12]([O:13][CH2:14][CH2:15][OH:16])=[CH:11][CH:10]=2)[CH:7]=[CH:6][CH:5]=[N:4]1.Cl[C:20]1[N:25]=[CH:24][CH:23]=[CH:22][N:21]=1>CN(C)C=O>[N:21]1[CH:22]=[CH:23][CH:24]=[N:25][C:20]=1[O:16][CH2:15][CH2:14][O:13][C:12]1[CH:11]=[CH:10][C:9]([CH2:8][N:3]2[CH:7]=[CH:6][CH:5]=[N:4]2)=[CH:18][CH:17]=1 |f:0.1|. Procedure details: To a mixture of 10 ml of anhydrous N,N-dimethylformamide and 96 mg of sodium hydride (60% oil dispersion) was added dropwise an anhydrous N,N-dimethyl-formamide (5 ml) solution of 500 mg of 2-[4-(1-pyrazolyl)methylphenoxy]ethanol (produced in Reference Production Example 1 described below) under stirring over 10 minutes. After stirring at 60° to 70° C. for 2 hours, the mixture was cooled to 5° to 10° C., to which an anhydrous N,N-dimethylformamide (5 ml) solution of 288 mg of 2-chloropyrimidine ... The reactants are O1CC(C2C1OCC2)OC(NC(C(CN(CC(C)C)S(=O)(=O)C2=CC(=C(C=C2)[N+](=O)[O-])NC2CN(CC2)C2CCCC2)O)CC2=CC=CC=C2)=O ((1-Benzyl-3-{[3-(1-cyclopentyl-pyrrolidin-3-ylamino)-4-nitro-benzenesulfonyl]-isobutyl-amino}-2-hydroxy-propyl)-carbamic acid hexahydro-furo[2,3-b]furan-3-yl ester), C(=O)[O-].[NH4+] (ammonium formiate). The reagents and catalysts are [Pd] (palladium on charcoal). The solvent is CC1OCCC1 (2-methyl-tetrahydro-furan). Yields the product O1CC(C2C1OCC2)OC(NC(C(CN(CC(C)C)S(=O)(=O)C2=CC(=C(C=C2)N)NC2CN(CC2)C2CCCC2)O)CC2=CC=CC=C2)=O ((3-{[4-amino-3-(1-cyclopentyl-pyrrolidin-3-ylamino)-benzene-sulfonyl]-isobutyl-amino}-1-benzyl-2-hydroxy-propyl)-carbamic acid hexahydrofuro[2,3-b]furan-3-yl ester). RXN SMILES: [O:1]1[CH:5]2[O:6][CH2:7][CH2:8][CH:4]2[CH:3]([O:9][C:10](=[O:51])[NH:11][CH:12]([CH2:44][C:45]2[CH:50]=[CH:49][CH:48]=[CH:47][CH:46]=2)[CH:13]([OH:43])[CH2:14][N:15]([S:20]([C:23]2[CH:28]=[CH:27][C:26]([N+:29]([O-])=O)=[C:25]([NH:32][CH:33]3[CH2:37][CH2:36][N:35]([CH:38]4[CH2:42][CH2:41][CH2:40][CH2:39]4)[CH2:34]3)[CH:24]=2)(=[O:22])=[O:21])[CH2:16][CH:17]([CH3:19])[CH3:18])[CH2:2]1.C([O-])=O.[NH4+]>[Pd].CC1CCCO1>[O:1]1[CH:5]2[O:6][CH2:7][CH2:8][CH:4]2[CH:3]([O:9][C:10](=[O:51])[NH:11][CH:12]([CH2:44][C:45]2[CH:50]=[CH:49][CH:48]=[CH:47][CH:46]=2)[CH:13]([OH:43])[CH2:14][N:15]([S:20]([C:23]2[CH:28]=[CH:27][C:26]([NH2:29])=[C:25]([NH:32][CH:33]3[CH2:37][CH2:36][N:35]([CH:38]4[CH2:42][CH2:41][CH2:40][CH2:39]4)[CH2:34]3)[CH:24]=2)(=[O:21])=[O:22])[CH2:16][CH:17]([CH3:19])[CH3:18])[CH2:2]1 |f:1.2|. Procedure details: (1-Benzyl-3-{[3-(1-cyclopentyl-pyrrolidin-3-ylamino)-4-nitro-benzenesulfonyl]-isobutyl-amino}-2-hydroxy-propyl)-carbamic acid hexahydro-furo[2,3-b]furan-3-yl ester (12) (0.36 g, 0.50 mmol, 1 equiv), ammonium formiate (0.16 g, 2.50 mmol, 5 equiv) and palladium on charcoal (10%, 0.106 g, 1.00 mmol, 2 equiv) were suspended in 2-methyl-tetrahydro-furan. The solution was heated to reflux for 2 h. The catalyst was filtered over a bed of dicalite and the filtrate was evaporated under reduced pressure. ... Reactants: CN1CC2=CC(=CC=C2C(C1)C1=CC2=CC=CC=C2C=C1)B1OC(C(O1)(C)C)(C)C (2-methyl-4-(naphthalen-2-yl)-7-(4,4,5,5-tetramethyl-1,3,2-dioxaborolan-2-yl)-1,2,3,4-tetrahydroisoquinoline), NC=1N=NC(=CC1)Cl (3-amino-6-chloropyridazine), C([O-])([O-])=O.[Cs+].[Cs+] (cesium carbonate), CN(C)C=O (DMF). The reagents and catalysts are C1=CC=C(C=C1)[PH+](C2=CC=CC=C2)[C]3[CH][CH][CH][CH]3.C1=CC=C(C=C1)[PH+](C2=CC=CC=C2)[C]3[CH][CH][CH][CH]3.C(Cl)Cl.Cl[Pd]Cl.[Fe] (dichloro[1,1′-bis(diphenylphosphino)ferrocene]palladium(II) dichloromethane adduct). The solvent is O (water). Conditions: temperature 80 celsius. The product is CN1CC2=CC(=CC=C2C(C1)C1=CC2=CC=CC=C2C=C1)C1=CC=C(N=N1)N (rac-6-(2-methyl-4-(naphthalen-2-yl)-1,2,3,4-tetrahydroisoquinolin-7-yl)pyridazin-3-amine). As a reaction SMILES: [CH3:1][N:2]1[CH2:11][CH:10]([C:12]2[CH:21]=[CH:20][C:19]3[C:14](=[CH:15][CH:16]=[CH:17][CH:18]=3)[CH:13]=2)[C:9]2[C:4](=[CH:5][C:6](B3OC(C)(C)C(C)(C)O3)=[CH:7][CH:8]=2)[CH2:3]1.[NH2:31][C:32]1[N:33]=[N:34][C:35](Cl)=[CH:36][CH:37]=1.C(=O)([O-])[O-].[Cs+].[Cs+].CN(C=O)C>C1C=CC([PH+]([C]2[CH][CH][CH][CH]2)C2C=CC=CC=2)=CC=1.C1C=CC([PH+]([C]2[CH][CH][CH][CH]2)C2C=CC=CC=2)=CC=1.C(Cl)Cl.Cl[Pd]Cl.[Fe].O>[CH3:1][N:2]1[CH2:11][CH:10]([C:12]2[CH:21]=[CH:20][C:19]3[C:14](=[CH:15][CH:16]=[CH:17][CH:18]=3)[CH:13]=2)[C:9]2[C:4](=[CH:5][C:6]([C:35]3[N:34]=[N:33][C:32]([NH2:31])=[CH:37][CH:36]=3)=[CH:7][CH:8]=2)[CH2:3]1 |f:2.3.4,6.7.8.9.10,^1:54,55,56,57,58,72,73,74,75,76|. Procedure: To a mixture of Compound 18 (6.0 g, 15.0 mmol), 3-amino-6-chloropyridazine (3.0 g, 22.5 mmol) and cesium carbonate (14.7 g, 45.0 mmol) were added DMF (140 mL) and water (35 mL). The reaction solution was flushed with argon for 10 min, and then dichloro[1,1′-bis(diphenylphosphino)ferrocene]palladium(II) dichloromethane adduct (1.2 g, 1.5 mmol) was added. The resultant mixture was flushed with argon for 5 min and heated at 80° C. for 1 h. The reaction solution was then cooled to room temperature, ... The reactants are O1C(=CC=C1)C=1OC(=C(N1)COC1=C(C=C(COC2=NN(C=C2C(=O)O)C2=CC=CC=C2)C=C1)OC)C (3-[(4-{[2-(2-furyl)-5-methyl-1,3-oxazol-4-yl]methoxy}-3-methoxybenzyl)oxy]-1-phenyl-1H-pyrazole-4-carboxylic acid), Cl.C(C)N=C=NCCCN(C)C (1-ethyl-3-(3-dimethylaminopropyl)carbodiimide hydrochloride), CN(C=O)C (N,N-dimethylformamide). The solvent is O (Water). Conditions: time 3 day. The product is O1C(=CC=C1)C=1OC(=C(N1)COC1=C(C=C(COC2=NN(C=C2C(=O)N)C2=CC=CC=C2)C=C1)OC)C (3-[(4-{[2-(2-furyl)-5-methyl-1,3-oxazol-4-yl]methoxy}-3-methoxybenzyl)oxy]-1-phenyl-1H-pyrazole-4-carboxamide). The yield is 88.4%. As a reaction SMILES: [O:1]1[CH:5]=[CH:4][CH:3]=[C:2]1[C:6]1[O:7][C:8]([CH3:37])=[C:9]([CH2:11][O:12][C:13]2[CH:34]=[CH:33][C:16]([CH2:17][O:18][C:19]3[C:23]([C:24]([OH:26])=O)=[CH:22][N:21]([C:27]4[CH:32]=[CH:31][CH:30]=[CH:29][CH:28]=4)[N:20]=3)=[CH:15][C:14]=2[O:35][CH3:36])[N:10]=1.Cl.C([N:41]=C=NCCCN(C)C)C.CN(C)C=O>O>[O:1]1[CH:5]=[CH:4][CH:3]=[C:2]1[C:6]1[O:7][C:8]([CH3:37])=[C:9]([CH2:11][O:12][C:13]2[CH:34]=[CH:33][C:16]([CH2:17][O:18][C:19]3[C:23]([C:24]([NH2:41])=[O:26])=[CH:22][N:21]([C:27]4[CH:28]=[CH:29][CH:30]=[CH:31][CH:32]=4)[N:20]=3)=[CH:15][C:14]=2[O:35][CH3:36])[N:10]=1 |f:1.2|. Procedure details: A mixture of 3-[(4-{[2-(2-furyl)-5-methyl-1,3-oxazol-4-yl]methoxy}-3-methoxybenzyl)oxy]-1-phenyl-1H-pyrazole-4-carboxylic acid (0.17 g), 1-hydroxybenzotriazole ammonia complex (0.08 g), 1-ethyl-3-(3-dimethylaminopropyl)carbodiimide hydrochloride (0.10 g) and N,N-dimethylformamide (10 mL) was stirred at room temperature for 3 days. Water was poured into the reaction mixture, and the precipitated crystals were collected by filtration to give 3-[(4-{[2-(2-furyl)-5-methyl-1,3-oxazol-4-yl]methoxy}-3-...